This data is from the Open Reaction Database (ORD), a public repository of structured organic reaction records. The task is: describe an organic reaction: reactants, conditions, products, and yield The reactants are C(C)(C)OC1(CC1)C1=C(C=C(C=C1)C#CC1=CC=C(C(=O)OCC)C=C1)CC (ethyl 4-[4-(1-isopropoxycyclopropyl)-3-ethyl-phenylethynyl]-benzoate), C(C)(C)OC1(CC1)C1=C(C=C(C=C1)C#CC1=CC=C(C(=O)OCC)C=C1)CC (ethyl 4-[4-(1-isopropoxycyclopropyl)-3-ethyl-phenylethynyl]-benzoate), [OH-].[Na+] (NaOH), aqueous solution, C(C)O (ethanol), O.CC#N (H2O CH3CN). The solvent is O1CCCC1 (tetrahydrofuran). Conditions: time 8 hour. Yields the product C(C)(C)OC1(CC1)C1=C(C=C(C=C1)C#CC1=CC=C(C=C1)CC(=O)OC)CC (Methyl {4-[4-(1-isopropoxycyclopropyl)-3-ethyl-phenylethynyl]-phenyl}-acetate). As a reaction SMILES: [CH:1]([O:4][C:5]1([C:8]2[CH:13]=[CH:12][C:11]([C:14]#[C:15][C:16]3[CH:26]=[CH:25][C:19](C(OCC)=O)=[CH:18][CH:17]=3)=[CH:10][C:9]=2[CH2:27][CH3:28])[CH2:7][CH2:6]1)([CH3:3])[CH3:2].[OH-:29].[Na+].O.[CH3:32][C:33]#N.[CH2:35]([OH:37])C>O1CCCC1>[CH:1]([O:4][C:5]1([C:8]2[CH:13]=[CH:12][C:11]([C:14]#[C:15][C:16]3[CH:26]=[CH:25][C:19]([CH2:32][C:33]([O:37][CH3:35])=[O:29])=[CH:18][CH:17]=3)=[CH:10][C:9]=2[CH2:27][CH3:28])[CH2:7][CH2:6]1)([CH3:2])[CH3:3] |f:1.2,3.4|. Procedure details: Using General Procedure I; a solution of ethyl 4-[4-(1-isopropoxycyclopropyl)-3-ethyl-phenylethynyl]-benzoate (Compound 95, 110.0 mg, 0.29 mmol) in ethanol (3 mL) and tetrahydrofuran (3 mL) was treated with NaOH (120.0 mg, 3.0 mmols, 3.0 mL of a 1N aqueous solution) and stirred overnight at room temperature. Work-up and isolation by HPLC (partisil 10-pac, 10% H2O/CH3CN) afforded the title compound as a colorless solid. The reactants are CC(C)Br, O=C([O-])[O-], COC(=O)c1cccc(O)c1N(Cc1ccccc1)S(=O)(=O)c1ccc(OC)cc1, [K+], [K+], CN(C)C=O. Yields the product COC(=O)c1cccc(OC(C)C)c1N(Cc1ccccc1)S(=O)(=O)c1ccc(OC)cc1. As a reaction SMILES: [Br:31][CH:32]([CH3:33])[CH3:34].[C:35](=[O:36])([O-:37])[O-:38].[CH3:1][O:2][C:3]([c:4]1[c:5]([N:11]([S:12](=[O:13])(=[O:14])[c:15]2[cH:16][cH:17][c:18]([O:21][CH3:22])[cH:19][cH:20]2)[CH2:23][c:24]2[cH:25][cH:26][cH:27][cH:28][cH:29]2)[c:6]([OH:10])[cH:7][cH:8][cH:9]1)=[O:30].[K+:39].[K+:40].[O:41]=[CH:42][N:43]([CH3:44])[CH3:45]>>[CH3:1][O:2][C:3]([c:4]1[c:5]([N:11]([S:12](=[O:13])(=[O:14])[c:15]2[cH:16][cH:17][c:18]([O:21][CH3:22])[cH:19][cH:20]2)[CH2:23][c:24]2[cH:25][cH:26][cH:27][cH:28][cH:29]2)[c:6]([O:10][CH:32]([CH3:33])[CH3:34])[cH:7][cH:8][cH:9]1)=[O:30]. Starting materials: CCC(=O)N(CC1CCCN(C(=O)OC(C)(C)C)C1)c1ccccc1, O=Cc1ccccc1, ClCCl, O=C(O)C(F)(F)F. Yields the product CCC(=O)N(CC1CCCN(Cc2ccccc2)C1)c1ccccc1. RXN SMILES: [C:8]([O:9][C:10]([CH3:11])([CH3:12])[CH3:13])(=[O:14])[N:15]1[CH2:16][CH:17]([CH2:21][N:22]([C:23]([CH2:24][CH3:25])=[O:26])[c:27]2[cH:28][cH:29][cH:30][cH:31][cH:32]2)[CH2:18][CH2:19][CH2:20]1.[CH:33](=[O:34])[c:35]1[cH:36][cH:37][cH:38][cH:39][cH:40]1.[Cl:41][CH2:42][Cl:43].[OH:1][C:2]([C:3]([F:4])([F:5])[F:6])=[O:7]>>[CH2:8]([N:15]1[CH2:16][CH:17]([CH2:21][N:22]([C:23]([CH2:24][CH3:25])=[O:26])[c:27]2[cH:28][cH:29][cH:30][cH:31][cH:32]2)[CH2:18][CH2:19][CH2:20]1)[c:35]1[cH:36][cH:37][cH:38][cH:39][cH:40]1. The reactants are Cc1nc(-c2cc(C)c(OCCCI)c(C)c2)no1, [H-], [Na+], CN(C)C=O, Oc1cccnc1. The product is Cc1nc(-c2cc(C)c(OCCCc3cccnc3)c(C)c2)no1. RXN SMILES: [CH3:10][c:11]1[n:12][c:13](-[c:16]2[cH:17][c:18]([CH3:28])[c:19]([O:20][CH2:21][CH2:22][CH2:23][I:24])[c:25]([CH3:27])[cH:26]2)[n:14][o:15]1.[H-:1].[Na+:2].[O:29]=[CH:30][N:31]([CH3:32])[CH3:33].[OH:3][c:4]1[cH:5][n:6][cH:7][cH:8][cH:9]1>>[c:4]1([CH2:23][CH2:22][CH2:21][O:20][c:19]2[c:18]([CH3:28])[cH:17][c:16](-[c:13]3[n:12][c:11]([CH3:10])[o:15][n:14]3)[cH:26][c:25]2[CH3:27])[cH:5][n:6][cH:7][cH:8][cH:9]1.